Dataset: the Open Reaction Database (ORD), a public repository of structured organic reaction records. Task: describe an organic reaction: reactants, conditions, products, and yield The reactants are ClC1=C(C=CC=C1)S(=O)(=O)N1C=C(C=C1C=1C(=NC=CC1)C#N)CN(C(OC(C)(C)C)=O)C (tert-butyl {[1-[(2-chlorophenyl)sulfonyl]-5-(2-cyanopyridin-3-yl)-1H-pyrrol-3-yl]methyl}methylcarbamate), C(C)(=O)OCC.Cl (hydrogen chloride-ethyl acetate). Solvent: C(C)(=O)OCC (ethyl acetate), CC(C)O (2-propanol). Run at time 2 hour. Product: Cl.ClC1=C(C=CC=C1)S(=O)(=O)N1C(=CC(=C1)CNC)C=1C(=NC=CC1)C#N (3-{1-[(2-chlorophenyl)sulfonyl]-4-[(methylamino)methyl]-1H-pyrrol-2-yl}pyridine-2-carbonitrile hydrochloride). Isolated yield 157.0%. Reaction SMILES: [Cl:1][C:2]1[CH:7]=[CH:6][CH:5]=[CH:4][C:3]=1[S:8]([N:11]1[C:15]([C:16]2[C:17]([C:22]#[N:23])=[N:18][CH:19]=[CH:20][CH:21]=2)=[CH:14][C:13]([CH2:24][N:25](C)[C:26](=O)OC(C)(C)C)=[CH:12]1)(=[O:10])=[O:9].C(OCC)(=O)C.Cl>C(OCC)(=O)C.CC(O)C>[ClH:1].[Cl:1][C:2]1[CH:7]=[CH:6][CH:5]=[CH:4][C:3]=1[S:8]([N:11]1[CH:12]=[C:13]([CH2:24][NH:25][CH3:26])[CH:14]=[C:15]1[C:16]1[C:17]([C:22]#[N:23])=[N:18][CH:19]=[CH:20][CH:21]=1)(=[O:10])=[O:9] |f:1.2,5.6|. Procedure details: To a solution of tert-butyl {[1-[(2-chlorophenyl)sulfonyl]-5-(2-cyanopyridin-3-yl)-1H-pyrrol-3-yl]methyl}methylcarbamate (211 mg) in ethyl acetate (2 mL) and 2-propanol (1 mL) was added 4 mol/L hydrogen chloride-ethyl acetate solution (3 mL), and the mixture was stirred at room temperature for 2 hr. The reaction mixture was concentrated under reduced pressure, and the residue was recrystallized from a mixed solvent of ethanol-water to give the title compound as a white solid (yield 144 mg, 78%). Reactants: O=C(Cl)c1ccc(Br)cc1, ClC(Cl)Cl, c1ccncc1, Nc1ccccc1NC(=O)OC(c1ccncc1)C1CCNCC1. The product is O=C(Nc1ccccc1NC(=O)c1ccc(Br)cc1)OC(c1ccncc1)C1CCNCC1. RXN SMILES: [Br:31][c:32]1[cH:33][cH:34][c:35]([C:36](=[O:37])[Cl:38])[cH:39][cH:40]1.[CH:41]([Cl:42])([Cl:43])[Cl:44].[cH:25]1[cH:26][cH:27][n:28][cH:29][cH:30]1.[n:1]1[cH:2][cH:3][c:4]([CH:7]([O:8][C:9](=[O:10])[NH:11][c:12]2[c:13]([NH2:18])[cH:14][cH:15][cH:16][cH:17]2)[CH:19]2[CH2:20][CH2:21][NH:22][CH2:23][CH2:24]2)[cH:5][cH:6]1>>[n:1]1[cH:2][cH:3][c:4]([CH:7]([O:8][C:9](=[O:10])[NH:11][c:12]2[c:13]([NH:18][C:36]([c:35]3[cH:34][cH:33][c:32]([Br:31])[cH:40][cH:39]3)=[O:37])[cH:14][cH:15][cH:16][cH:17]2)[CH:19]2[CH2:20][CH2:21][NH:22][CH2:23][CH2:24]2)[cH:5][cH:6]1. Solvent: CO (methanol). Reactants: OCCOCN1C=2N=C(NC(C2N=C1)=S)N (9-(2-Hydroxyethoxymethyl)thioguanine), CI (methyl iodide), HCO3-. As a reaction SMILES: [OH:1][CH2:2][CH2:3][O:4][CH2:5][N:6]1[CH:14]=[N:13][C:12]2[C:11](=[S:15])[NH:10][C:9]([NH2:16])=[N:8][C:7]1=2.[CH3:17]I>CO>[NH2:16][C:9]1[N:8]=[C:7]2[C:12]([N:13]=[CH:14][N:6]2[CH2:5][O:4][CH2:3][CH2:2][OH:1])=[C:11]([S:15][CH3:17])[N:10]=1. Product: NC1=NC(=C2N=CN(C2=N1)COCCO)SC (2-amino-6-methylthio-9-(2-hydroxyethoxymethyl)purine). Procedure: A mixture 9-(2-Hydroxyethoxymethyl)thioguanine (0.7 g), methyl iodide (0.2 ml), Dewex HCO3- resin (1.7 g) and methanol (200 ml) was stirred overnight at room temperature. The resin was removed by filtration, washed with methanol and the combined filtration evaporated, and the residue recrystallized from isopropanol and then from acetone to give 2-amino-6-methylthio-9-(2-hydroxyethoxymethyl)purine, m.p. 188°-191° C. in 38% yield. Yield: 38.0%. Conditions: time 15 minute. Reactants: OC1=C(C(=O)C2=CC=C(C=C2)Cl)C=CC(=C1)O (2,4-dihydroxy-4′-chlorobenzophenone), BrCCCCCCCCCCCC (1-bromododecane), C(O)([O-])=O.[Na+] (sodium hydrogen carbonate), O (water). RXN SMILES: [OH:1][C:2]1[CH:16]=[C:15]([OH:17])[CH:14]=[CH:13][C:3]=1[C:4]([C:6]1[CH:11]=[CH:10][C:9]([Cl:12])=[CH:8][CH:7]=1)=[O:5].Br[CH2:19][CH2:20][CH2:21][CH2:22][CH2:23][CH2:24][CH2:25][CH2:26][CH2:27][CH2:28][CH2:29][CH3:30].C(=O)([O-])O.[Na+].O>C(O)(CC)C>[OH:1][C:2]1[CH:16]=[C:15]([O:17][CH2:30][CH2:29][CH2:28][CH2:27][CH2:26][CH2:25][CH2:24][CH2:23][CH2:22][CH2:21][CH2:20][CH3:19])[CH:14]=[CH:13][C:3]=1[C:4]([C:6]1[CH:7]=[CH:8][C:9]([Cl:12])=[CH:10][CH:11]=1)=[O:5] |f:2.3|. The solvent is C(C)(CC)O (sec-butanol). Procedure details: A mixture of 20 g (80 mmol) of 2,4-dihydroxy-4′-chlorobenzophenone, 21.9 g (88 mmol) of 1-bromododecane and 8.4 g (100 mmol) of sodium hydrogen carbonate is heated in 77.6 g of sec-butanol and 25.6 g of water and refluxed for 20 hours. The reaction mixture is then stirred for 15 minutes in the presence of 0.8 g of active carbon and filtered while warm. The product crystallizes upon cooling. After recrystallization from sec-butanol, 21.5 g of pale yellow crystals are obtained having a melting poi... The product is OC1=C(C(=O)C2=CC=C(C=C2)Cl)C=CC(=C1)OCCCCCCCCCCCC (2-Hydroxy-4-dodecyloxy-4′-chlorobenzophenone). Reactants: ClC1=C(C(=CC=C1)Cl)NC(=S)NC(C)=O (N-(2,6-dichlorophenyl)-N'-acetylthiourea), C([O-])([O-])=O.[Na+].[Na+] (sodium carbonate), CI (methyliodide). The solvent is CC(=O)C (acetone). Conditions: time 10 hour. Product: ClC1=C(C(=CC=C1)Cl)NC(SC)=NC(C)=O (N-(2,6-dichlorophenyl)-N'-acetyl-S-methylisothiourea). Reaction SMILES: [Cl:1][C:2]1[CH:7]=[CH:6][CH:5]=[C:4]([Cl:8])[C:3]=1[NH:9][C:10]([NH:12][C:13](=[O:15])[CH3:14])=[S:11].[C:16](=O)([O-])[O-].[Na+].[Na+].CI>CC(C)=O>[Cl:1][C:2]1[CH:7]=[CH:6][CH:5]=[C:4]([Cl:8])[C:3]=1[NH:9][C:10](=[N:12][C:13](=[O:15])[CH3:14])[S:11][CH3:16] |f:1.2.3|. Reported procedure: 5.2 g (0.02 M) of N-(2,6-dichlorophenyl)-N'-acetylthiourea, 1.3 g (0.012 M) of sodium carbonate, 1.5 ml (0.024 M) of methyliodide and 200 ml of acetone are boiled under energetic shaking for 10 hours. The acetone is distilled off and the residue is washed and then filtered. After drying 4.9 g (88.5% from the theoretical yield of N-(2,6-dichlorophenyl)-N'-acetyl-S-methylisothiourea are obtained with a melting point 135-139° C. After recrystallization from ethanol, the melting point of the product... Reactants: [OH-].[Na+] (NaOH), COC(C1=CN=C(C=C1)NC(=O)C1=CC2=C(CC(O2)(C)C)C(=C1)OCC1=CC=CC=C1)=O (6-[(4-benzyloxy-2,2-dimethyl-2,3-dihydro-benzofuran-6-carbonyl)-amino]-nicotinic acid methyl ester). Reaction conditions: time 8 hour. The product is C(C1=CC=CC=C1)OC1=CC(=CC2=C1CC(O2)(C)C)C(=O)NC2=NC=C(C(=O)O)C=C2 (6-[(4-Benzyloxy-2,2-dimethyl-2,3-dihydro-benzofuran-6-carbonyl)-amino]-nicotinic acid). Isolated yield 0.0%. As a reaction SMILES: [OH-].[Na+].C[O:4][C:5](=[O:34])[C:6]1[CH:11]=[CH:10][C:9]([NH:12][C:13]([C:15]2[CH:25]=[C:24]([O:26][CH2:27][C:28]3[CH:33]=[CH:32][CH:31]=[CH:30][CH:29]=3)[C:18]3[CH2:19][C:20]([CH3:23])([CH3:22])[O:21][C:17]=3[CH:16]=2)=[O:14])=[N:8][CH:7]=1>>[CH2:27]([O:26][C:24]1[C:18]2[CH2:19][C:20]([CH3:23])([CH3:22])[O:21][C:17]=2[CH:16]=[C:15]([C:13]([NH:12][C:9]2[CH:10]=[CH:11][C:6]([C:5]([OH:34])=[O:4])=[CH:7][N:8]=2)=[O:14])[CH:25]=1)[C:28]1[CH:33]=[CH:32][CH:31]=[CH:30][CH:29]=1 |f:0.1|. Reported procedure: NaOH (110 uL, 0.1 mmol, 3N aqueous solution) was added to a solution of 6-[(4-benzyloxy-2,2-dimethyl-2,3-dihydro-benzofuran-6-carbonyl)-amino]-nicotinic acid methyl ester (77c) (48 mg, 0.11 mol). The reaction mixture was stirred at room temperature overnight. The mixture was concentrated and purified by reverse phase chromatograph to give a white solid (10 mg, 22% yield). 1H NMR (400 MHz, CD3OD) δ 8.93 (s, 1 H) 8.31-8.41 (m, 1 H) 8.21-8.31 (m, 1 H) 7.47-7.54 (m, 2 H) 7.42 (t, J=7.33 Hz, 1 H) 7.3... Reactants: C[Si](C)(C)[NH-].C[Si](C)(C)[NH-].[Li+].[Li+] (lithium bis-(trimethylsilylamide)), COC1=C[C@]23CCCN2CCC4=CC5=C(C=C4[C@@H]3[C@@H]1O)OCO5 ((−)-cephalotaxine), C(C)(=O)OC(C)=O (acetic anhydride). The solvent is O1CCCC1 (tetrahydrofurane), O1CCCC1 (tetrahydrofurane), C(CCC)[Li] (butyllithium). Run at time 5 minute. The product is C[Si](C)(C)[N-][Si](C)(C)C.[Li+] (Lithium bis-(trimethylsilyl)amide). As a reaction SMILES: [CH3:1][Si:2]([NH-:5])([CH3:4])[CH3:3].[CH3:6][Si:7]([NH-])([CH3:9])[CH3:8].[Li+:11].[Li+].COC1[C@@H](O)[C@@H]2[C@@]3(N(CCC4C2=CC2OCOC=2C=4)CCC3)C=1.C(OC(=O)C)(=O)C>O1CCCC1.C([Li])CCC>[CH3:1][Si:2]([N-:5][Si:7]([CH3:9])([CH3:8])[CH3:6])([CH3:4])[CH3:3].[Li+:11] |f:0.1.2.3,8.9|. Procedure: A commercial solution of lithium bis-(trimethylsilylamide) 1M in tetrahydrofurane (0.95 ml, 0.95 mmol) was added to a stirred solution of (−)-cephalotaxine (200 mg, 0.63 mmol) in anhydrous tetrahydrofurane at −40° C. After stirring for 5 minutes, acetic anhydride (90 μl, 0.95 mmol) was added, and the reaction mixture was treated like method above-mentioned in 1°). The product thus obtained showed identical characteristics to this obtained above in butyllithium method. Starting materials: ICC (iodoethane), C=1(C(=CC=CC1)C=1C(=CC=CC1)O)O (2,2′-biphenol), C([O-])([O-])=O.[K+].[K+] (potassium carbonate). Solvent: CC(=O)C (acetone). Conditions: time 1 hour. The product is O(CC)C1=C(C=CC=C1)C=1C(=CC=CC1)O (2′-Ethoxyl-1,1′-biphenyl-2-ol), the2′-ethoxyl-1,1′-biphenyl-2-ol. RXN SMILES: [C:1]1([OH:14])[C:2]([C:7]2[C:8]([OH:13])=[CH:9][CH:10]=[CH:11][CH:12]=2)=[CH:3][CH:4]=[CH:5][CH:6]=1.C(=O)([O-])[O-].[K+].[K+].I[CH2:22][CH3:23]>CC(C)=O>[O:14]([C:1]1[CH:6]=[CH:5][CH:4]=[CH:3][C:2]=1[C:7]1[C:8]([OH:13])=[CH:9][CH:10]=[CH:11][CH:12]=1)[CH2:22][CH3:23] |f:1.2.3|. Reported procedure: 2′-Ethoxyl-1,1′-biphenyl-2-ol was prepared by modifying the procedure reported in J. Org. Chem. 1981, 46, 4988. In 50 mL of acetone was added 10 g of 2,2′-biphenol and 9.4 g of potassium carbonate. After stirring at room temperature for one hour, a solution of iodoethane (9.2 g in 10 mL of acetone) was added slowly dropwise. The mixture was filtered, washed with acetone, and solvent removed by rotary evaporation. The residue was flashed chromatographed to give 5.1 g of the2′-ethoxyl-1,1′-bipheny... Starting materials: CN1CCNCC1 (N-methylpiperazine), N#CBr (cyanogen bromide), [OH-].[Na+] (sodium hydroxide). Product: CN1CCN(CC1)C#N (4-methyl-1-piperazinecarbonitrile). As a reaction SMILES: [CH3:1][N:2]1[CH2:7][CH2:6][NH:5][CH2:4][CH2:3]1.[N:8]#[C:9]Br.[OH-].[Na+]>>[CH3:1][N:2]1[CH2:7][CH2:6][N:5]([C:9]#[N:8])[CH2:4][CH2:3]1 |f:2.3|. Procedure: In the manner given in Example 1, N-methylpiperazine is treated with cyanogen bromide and aqueous sodium hydroxide to give 4-methyl-1-piperazinecarbonitrile. The reactants are O=C1C(CCCC1)N1CCC2(C(NCN2C2=CC=CC=C2)=O)CC1 (rac-8-(2-oxo-cyclohexyl)-1-phenyl-1,3,8-triaza-spiro[4.5]decan-4-one), N1=C(C=CC=C1)[Li] (2-pyridyl-lithium), (rac,cis)-8-(2-hydroxy-2-phenyl-cyclohexyl)-1-(3-methyl-butyl)-1,3,8-triaza-spiro[4.5]decan-4-one. Yields the product OC1(C(CCCC1)N1CCC2(C(NCN2C2=CC=CC=C2)=O)CC1)C1=NC=CC=C1 (8-(2-Hydroxy-2-pyridin-2-yl-cyclohexyl)-1-phenyl-1,3,8-triaza-spiro[4.5]decan-4-one). As a reaction SMILES: [O:1]=[C:2]1[CH2:7][CH2:6][CH2:5][CH2:4][CH:3]1[N:8]1[CH2:24][CH2:23][C:11]2([N:15]([C:16]3[CH:21]=[CH:20][CH:19]=[CH:18][CH:17]=3)[CH2:14][NH:13][C:12]2=[O:22])[CH2:10][CH2:9]1.[N:25]1[CH:30]=[CH:29][CH:28]=[CH:27][C:26]=1[Li]>>[OH:1][C:2]1([C:26]2[CH:27]=[CH:28][CH:29]=[CH:30][N:25]=2)[CH2:7][CH2:6][CH2:5][CH2:4][CH:3]1[N:8]1[CH2:9][CH2:10][C:11]2([N:15]([C:16]3[CH:21]=[CH:20][CH:19]=[CH:18][CH:17]=3)[CH2:14][NH:13][C:12]2=[O:22])[CH2:23][CH2:24]1. Procedure details: The title compound was prepared from rac-8-(2-oxo-cyclohexyl)-1-phenyl-1,3,8-triaza-spiro[4.5]decan-4-one and 2-pyridyl-lithium in analogy of the procedure described for the synthesis of (rac,cis)-8-(2-hydroxy-2-phenyl-cyclohexyl)-1-(3-methyl-butyl)-1,3,8-triaza-spiro[4.5]decan-4-one (Example 73e). (rac,cis) 8-(2-Hydroxy-2-pyridin-2-yl-cyclohexyl)-1-phenyl-1,3,8-triaza-spiro[4.5]decan-4-one was obtained as off-white solid, MS (ISP): 407.4 MH+.